This data is from the Open Reaction Database (ORD), a public repository of structured organic reaction records. The task is: describe an organic reaction: reactants, conditions, products, and yield Reactants: ( 188 ), [N+](=O)(O)[O-].NN=C(N(N)N)N (triaminoguanidine nitrate), [OH-].N[NH+]=C(N(N)N)N (triaminoguanidinium hydroxide), P(O)(O)(O)=O (phosphoric acid). Solvent: O (water), O (water). The product is [N+](=O)([O-])[O-].N[NH+]=C(N(N)N)N (triaminoguanidinium nitrate). RXN SMILES: [OH-].[NH2:2][NH+:3]=[C:4]([NH2:8])[N:5]([NH2:7])[NH2:6].P(=O)(O)(O)O.[N+:14]([O-:17])([OH:16])=[O:15].NN=C(N)N(N)N>O>[N+:14]([O-:17])([O-:16])=[O:15].[NH2:2][NH+:3]=[C:4]([NH2:8])[N:5]([NH2:7])[NH2:6] |f:0.1,3.4,6.7|. Procedure: One hundred eighty-eight (188) grams of Dowex 2-X8 (total exchange capacity 563 mequiv., an ion exchange resin available commercially from Dow Chemical Company) were slurried in water and transferred to a 250 ml buret. The ion exchange resin was washed with a 5% NaOH solution in the conventional fashion to ensure the resin being in the basic form. The resin was subsequently washed with deionized water until the eluate was neutral to pH paper. A solution of 16.7 grams triaminoguanidinium nitrate ... The reactants are C(C)C1=C(OC2=C(C(=O)[C@H]3CN(CCC3)C(=O)OC(C)(C)C)C=CC=C2)C=CC=C1 ((R)-tert-butyl 3-(2-(2-ethylphenoxy)benzoyl)piperidine-1-carboxylate), COCCCC[Mg]Cl (4-methoxybutylmagnesium chloride). The solvent is C1CCOC1 (THF), C1CCOC1 (THF). Product: C(C)C1=C(OC2=C(C=CC=C2)[C@@](CCCCOC)(O)[C@H]2CN(CCC2)C(=O)OC(C)(C)C)C=CC=C1 ((R)-tert-butyl 3-((S)-1-(2-(2-ethylphenoxy)phenyl)-1-hydroxy-5-methoxypentyl)piperidine-1-carboxylate). Isolated yield 75.0%. Reaction SMILES: [CH2:1]([C:3]1[CH:30]=[CH:29][CH:28]=[CH:27][C:4]=1[O:5][C:6]1[CH:26]=[CH:25][CH:24]=[CH:23][C:7]=1[C:8]([C@@H:10]1[CH2:15][CH2:14][CH2:13][N:12]([C:16]([O:18][C:19]([CH3:22])([CH3:21])[CH3:20])=[O:17])[CH2:11]1)=[O:9])[CH3:2].[CH3:31][O:32][CH2:33][CH2:34][CH2:35][CH2:36][Mg]Cl>C1COCC1>[CH2:1]([C:3]1[CH:30]=[CH:29][CH:28]=[CH:27][C:4]=1[O:5][C:6]1[CH:26]=[CH:25][CH:24]=[CH:23][C:7]=1[C@:8]([C@@H:10]1[CH2:15][CH2:14][CH2:13][N:12]([C:16]([O:18][C:19]([CH3:22])([CH3:20])[CH3:21])=[O:17])[CH2:11]1)([OH:9])[CH2:36][CH2:35][CH2:34][CH2:33][O:32][CH3:31])[CH3:2]. Procedure: To a solution of (R)-tert-butyl 3-(2-(2-ethylphenoxy)benzoyl)piperidine-1-carboxylate (2.25 g, 4.09 mmol) in THF (7 mL) at −20° C., 4-methoxybutylmagnesium chloride in THF (1.63 M, 5.0 mL, 8.15 mmol) was added dropwise. The resulting solution was warmed to rt slowly, and the completion of reaction was confirmed by LC-MS (˜20 min). The reaction was quenched with satd aq NH4Cl (8 mL) and extracted with ether (4×10 mL). The combined organic layers were washed with water and brine, and solvent was r...